Dataset: the Open Reaction Database (ORD), a public repository of structured organic reaction records. Task: describe an organic reaction: reactants, conditions, products, and yield Starting materials: IC=1C=2C(N=CC1)=CN(N2)CC2=CC=C(C=C2)OC (7-iodo-2-(4-methoxybenzyl)-2H-pyrazolo[4,3-b]pyridine), C1=CC=C(C=C1)P(C2=CC=CC=C2)C3=C(C4=CC=CC=C4C=C3)C5=C(C=CC6=CC=CC=C65)P(C7=CC=CC=C7)C8=CC=CC=C8 ((R)-BINAP), CC(C)(C)[O-].[Na+] (sodium 2-methylpropan-2-olate), ClC=1C=CC(=C(C1)C1=NC=CC(=C1)N)F (2-(5-chloro-2-fluorophenyl)pyridin-4-amine). The reagents and catalysts are C(C)(=O)O[Pd]OC(C)=O (diacetoxypalladium). Run in C1(=CC=CC=C1)C (toluene), C1(=CC=CC=C1)C (Toluene). Run at temperature 40 celsius, time 10 minute. The product is ClC=1C=CC(=C(C1)C1=NC=CC(=C1)NC=1C=2C(N=CC1)=CN(N2)CC2=CC=C(C=C2)OC)F (N-(2-(5-chloro-2-fluorophenyl)pyridin-4-yl)-2-(4-methoxybenzyl)-2H-pyrazolo[4,3-b]pyridin-7-amine). Yield: 36.7%. As a reaction SMILES: C1C=CC(P(C2C=CC3C(=CC=CC=3)C=2C2C3C(=CC=CC=3)C=CC=2P(C2C=CC=CC=2)C2C=CC=CC=2)C2C=CC=CC=2)=CC=1.I[C:48]1[C:49]2[C:50](=[CH:54][N:55]([CH2:57][C:58]3[CH:63]=[CH:62][C:61]([O:64][CH3:65])=[CH:60][CH:59]=3)[N:56]=2)[N:51]=[CH:52][CH:53]=1.[Cl:66][C:67]1[CH:68]=[CH:69][C:70]([F:80])=[C:71]([C:73]2[CH:78]=[C:77]([NH2:79])[CH:76]=[CH:75][N:74]=2)[CH:72]=1.CC([O-])(C)C.[Na+]>C1(C)C=CC=CC=1.C(O[Pd]OC(=O)C)(=O)C>[Cl:66][C:67]1[CH:68]=[CH:69][C:70]([F:80])=[C:71]([C:73]2[CH:78]=[C:77]([NH:79][C:48]3[C:49]4[C:50](=[CH:54][N:55]([CH2:57][C:58]5[CH:63]=[CH:62][C:61]([O:64][CH3:65])=[CH:60][CH:59]=5)[N:56]=4)[N:51]=[CH:52][CH:53]=3)[CH:76]=[CH:75][N:74]=2)[CH:72]=1 |f:3.4|. Reported procedure: Into a 5 mL oven-dried microwave vial was added (R)-BINAP (159 mg, 0.255 mmol) and diacetoxypalladium (13.28 mg, 0.059 mmol). Toluene (2 mL) was added and the solution was stirred at 40° C. for 10 min. Then 7-iodo-2-(4-methoxybenzyl)-2H-pyrazolo[4,3-b]pyridine (216 mg, 0.592 mmol) in 2 mL of toluene was added, followed by 2-(5-chloro-2-fluorophenyl)pyridin-4-amine (132 mg, 0.592 mmol) and sodium 2-methylpropan-2-olate (85 mg, 0.887 mmol). Nitrogen was sparged into the solution for about 2 minute... The reactants are NC1=CC2=C(N=CN2)C=C1 (5-aminobenzimidazole), [H-].[Na+] (NaH), CSC1=NC=CC(=N1)Cl (2-methylthio-4-chloropyrimidine). Run in CN(C)C=O (DMF), CN(C)C=O (DMF). Yields the product CSC1=NC=CC(=N1)N1C=NC2=C1C=C(C=C2)N (2-methylthio-4-[6-aminobenzimidazol-1-yl]pyrimidine), 2-methylthio-4-[5-aminobenzimidazol-i-yl]pyrimidine. The yield is 11.0%. As a reaction SMILES: [NH2:1][C:2]1[CH:10]=[CH:9][C:5]2[N:6]=[CH:7][NH:8][C:4]=2[CH:3]=1.[H-].[Na+].[CH3:13][S:14][C:15]1[N:20]=[C:19](Cl)[CH:18]=[CH:17][N:16]=1>CN(C=O)C>[CH3:13][S:14][C:15]1[N:20]=[C:19]([N:8]2[C:4]3[CH:3]=[C:2]([NH2:1])[CH:10]=[CH:9][C:5]=3[N:6]=[CH:7]2)[CH:18]=[CH:17][N:16]=1 |f:1.2|. Procedure: To a stirred solution of 5-aminobenzimidazole (700 mg, 5.26 mmol, 1 eq) in DMF (21 mL) was added NaH (231 mg, 5.78 mmol, 1.1 eq, (60% suspension in oil)). The mixture was allowed to stir until gas evolution ceased. To the DMF solution was added 2-methylthio-4-chloropyrimidine (0.612 mL, 5.26 mmol, 1 eq) dropwise via syringe. The mixture was allowed to stir overnight. The DMF was removed under reduced pressure and the residue was diluted with water and extracted 3× with CH2Cl2. The organic extrac... Reactants: O=C(c1ncc[nH]1)c1ncc[nH]1, CNOC, ClCCl, Cl, O=C(O)C1CCN(c2ccc([N+](=O)[O-])cc2)CC1. Product: CON(C)C(=O)C1CCN(c2ccc([N+](=O)[O-])cc2)CC1. Reaction SMILES: [C:19]([c:20]1[nH:21][cH:22][cH:23][n:24]1)([c:25]1[nH:26][cH:27][cH:28][n:29]1)=[O:30].[CH3:32][NH:33][O:34][CH3:35].[Cl:36][CH2:37][Cl:38].[ClH:31].[N+:1](=[O:2])([O-:3])[c:4]1[cH:5][cH:6][c:7]([N:10]2[CH2:11][CH2:12][CH:13]([C:16](=[O:17])[OH:18])[CH2:14][CH2:15]2)[cH:8][cH:9]1>>[N+:1](=[O:2])([O-:3])[c:4]1[cH:5][cH:6][c:7]([N:10]2[CH2:11][CH2:12][CH:13]([C:16](=[O:18])[N:33]([CH3:32])[O:34][CH3:35])[CH2:14][CH2:15]2)[cH:8][cH:9]1. Reactants: C(CC)C1=CC=C(C=C1)C1=CCC(CC1)C1CCC(CC1)=O (1-(4-propylphenyl)-4-(4-oxocyclohexyl)-1-cyclohexene), [BH4-].[Na+] (Sodium borohydride). Solvent: Cl (hydrochloric acid), C1CCOC1 (THF), C(C)O (ethanol). Conditions: temperature 0 celsius, time 1 hour. Product: OC1CCC(CC1)C1CCC(CC1)C1=CC=C(C=C1)CCC (4-(4-(4-hydroxycyclohexyl)cyclohexyl)-1-propylbenzene). RXN SMILES: [CH2:1]([C:4]1[CH:9]=[CH:8][C:7]([C:10]2[CH2:15][CH2:14][CH:13]([CH:16]3[CH2:21][CH2:20][C:19](=[O:22])[CH2:18][CH2:17]3)[CH2:12][CH:11]=2)=[CH:6][CH:5]=1)[CH2:2][CH3:3].[BH4-].[Na+]>C1COCC1.C(O)C.Cl>[OH:22][CH:19]1[CH2:18][CH2:17][CH:16]([CH:13]2[CH2:12][CH2:11][CH:10]([C:7]3[CH:8]=[CH:9][C:4]([CH2:1][CH2:2][CH3:3])=[CH:5][CH:6]=3)[CH2:15][CH2:14]2)[CH2:21][CH2:20]1 |f:1.2|. Reported procedure: The 1-(4-propylphenyl)-4-(4-oxocyclohexyl)-1-cyclohexene described above in an amount of 9.5 g (32 mmol) was dissolved in mixed solvent of 200 ml of THF and 50 ml of ethanol, and cooled down to 0° C. Sodium borohydride in an amount of 1.2 g (32 mmol) was gradually added thereto and the mixture was stirred at the same temperature for 1 hour. The reaction solution was added in 150 ml of 1N hydrochloric acid and extracted with diethyl ether. After the extract was washed with saturated aqueous sodiu... The reactants are NC1=C(C=CC(=C1F)F)S (2-Amino-3,4-difluorothiophenol), C(CCCCC)C1=CC=C(C=O)C=C1 (4-hexylbenzaldehyde). Product: FC1=C(C=CC2=C1N=C(S2)C2=CC=C(C=C2)CCCCCC)F (4,5-difluoro-2-(4-hexylphenyl)benzothiazoline). Reaction SMILES: [NH2:1][C:2]1[C:7]([F:8])=[C:6]([F:9])[CH:5]=[CH:4][C:3]=1[SH:10].[CH2:11]([C:17]1[CH:24]=[CH:23][C:20]([CH:21]=O)=[CH:19][CH:18]=1)[CH2:12][CH2:13][CH2:14][CH2:15][CH3:16]>>[F:8][C:7]1[C:2]2[N:1]=[C:21]([C:20]3[CH:23]=[CH:24][C:17]([CH2:11][CH2:12][CH2:13][CH2:14][CH2:15][CH3:16])=[CH:18][CH:19]=3)[S:10][C:3]=2[CH:4]=[CH:5][C:6]=1[F:9]. Procedure details: 2-Amino-3,4-difluorothiophenol [131105-92-5] is reacted analogously to Reference 1 with 4-hexylbenzaldehyde (commercially available, [49763-69-1]) to give 4,5-difluoro-2-(4-hexylphenyl)benzothiazoline, which is converted into 4,5-difluoro-2-(4-hexylphenyl)benzothiazole using barium permanganate by the method described in the cited literature. a-Lithiation (by means of lithium diisopropylamide analogously to J. Chem. Soc. Perkin Trans. II 1989, 2048) and quenching with hexyl bromide gives the tar...